From a dataset of the Open Reaction Database (ORD), a public repository of structured organic reaction records. describe an organic reaction: reactants, conditions, products, and yield Starting materials: O=C([O-])[O-], C=C(C)c1ccc(O)cc1, CN(C)C=O, FCCCl, [K+], [K+], O. Yields the product C=C(C)c1ccc(OCCF)cc1. As a reaction SMILES: [C:20](=[O:21])([O-:22])[O-:23].[C:6](=[CH2:7])([CH3:8])[c:9]1[cH:10][cH:11][c:12]([OH:15])[cH:13][cH:14]1.[CH3:1][N:2]([CH3:3])[CH:4]=[O:5].[F:16][CH2:17][CH2:18][Cl:19].[K+:24].[K+:25].[OH2:26]>>[C:6](=[CH2:7])([CH3:8])[c:9]1[cH:10][cH:11][c:12]([O:15][CH2:18][CH2:17][F:16])[cH:13][cH:14]1. Starting materials: CCOC(C)=O, CC(C)(C)OC(=O)NCCCSc1ccc(Cl)cc1, ClCCl, O=C(OO)c1cccc(Cl)c1. The product is CC(C)(C)OC(=O)NCCCS(=O)c1ccc(Cl)cc1. As a reaction SMILES: [CH3:34][CH2:35][O:36][C:37]([CH3:38])=[O:39].[Cl:1][c:2]1[cH:3][cH:4][c:5]([S:8][CH2:9][CH2:10][CH2:11][NH:12][C:13]([O:14][C:15]([CH3:16])([CH3:17])[CH3:18])=[O:19])[cH:6][cH:7]1.[Cl:31][CH2:32][Cl:33].[OH:20][O:21][C:22]([c:23]1[cH:24][c:25]([Cl:26])[cH:27][cH:28][cH:29]1)=[O:30]>>[Cl:1][c:2]1[cH:3][cH:4][c:5]([S:8]([CH2:9][CH2:10][CH2:11][NH:12][C:13]([O:14][C:15]([CH3:16])([CH3:17])[CH3:18])=[O:19])=[O:20])[cH:6][cH:7]1. Starting materials: [N+](=O)([O-])C=1C=CC(=C(CBr)C1)N1C=CC=C1 (5-nitro-2-(pyrrol-1-yl)benzyl bromide), [H-].[Na+] (sodium hydride), C(C)(C)(C)OC(=O)NC(=O)OC(C)(C)C (iminodicarboxylic acid di-tert-butyl ester). Solvent: CN(C=O)C (dimethylformamide), CN(C=O)C (dimethylformamide). Run at time 2 hour. The product is C(C)(C)(C)OC(=O)N(CC1=C(C=CC(=C1)[N+](=O)[O-])N1C=CC=C1)C(=O)OC(C)(C)C (N-(5-nitro-2-(pyrrol-1-yl)phenylmethyl)iminodicarboxylic acid di-tert-butyl ester). The yield is 74.0%. As a reaction SMILES: [H-].[Na+].[C:3]([O:7][C:8]([NH:10][C:11]([O:13][C:14]([CH3:17])([CH3:16])[CH3:15])=[O:12])=[O:9])([CH3:6])([CH3:5])[CH3:4].[N+:18]([C:21]1[CH:22]=[CH:23][C:24]([N:29]2[CH:33]=[CH:32][CH:31]=[CH:30]2)=[C:25]([CH:28]=1)[CH2:26]Br)([O-:20])=[O:19]>CN(C)C=O>[C:14]([O:13][C:11]([N:10]([C:8]([O:7][C:3]([CH3:6])([CH3:5])[CH3:4])=[O:9])[CH2:26][C:25]1[CH:28]=[C:21]([N+:18]([O-:20])=[O:19])[CH:22]=[CH:23][C:24]=1[N:29]1[CH:33]=[CH:32][CH:31]=[CH:30]1)=[O:12])([CH3:17])([CH3:16])[CH3:15] |f:0.1|. Procedure details: To a mixture of sodium hydride (60% content, 21 mg), iminodicarboxylic acid di-tert-butyl ester (117 mg) and dimethylformamide (5 ml), a solution in dimethylformamide (3 ml) of the compound (137 mg) obtained in Example 1c was added dropwise under cooling with ice. The reaction mixture was stirred for 2 hours at room temperature and then concentrated at reduced pressure. Brine was added to the resulting residue and the mixture was extracted with ethyl acetate. The organic layer was dried with anh... Starting materials: CC(C)(C)OC(N[C@H]1C(N(CCCC1)C=O)=O)=O ([(3R)-1-formylhexahydro-2-oxo-1H-azepin-3-yl]-carbamic acid-1,1-dimethylethyl ester), C(=O)(O)[O-].[Na+] (NaHCO3), ClC1=CC=C2C(=CC(=NC2=C1)N)N1CCNCC1 (7-chloro-4-(1-piperazinyl)-2-quinolinamine), C(=O)(C(F)(F)F)O (TFA), ClC(Cl)(OC(OC(Cl)(Cl)Cl)=O)Cl (triphosgene). The product is NC1=NC2=CC(=CC=C2C(=C1)N1CCN(CC1)C(=O)N[C@@H]1C(N(CCCC1)C=O)=O)Cl (4-(2-Amino-7-chloro-4-quinolinyl)-N-[(3S)-1-formylhexahydro-2-oxo-1H-azepin-3-yl]-1-piperazinecarboxamide). RXN SMILES: CC(O[C:6](=[O:18])[NH:7][C@@H:8]1[CH2:14][CH2:13][CH2:12][CH2:11][N:10]([CH:15]=[O:16])[C:9]1=[O:17])(C)C.C(O)(C(F)(F)F)=O.ClC(Cl)(OC(=O)OC(Cl)(Cl)Cl)Cl.C([O-])(O)=O.[Na+].[Cl:43][C:44]1[CH:53]=[C:52]2[C:47]([C:48]([N:55]3[CH2:60][CH2:59][NH:58][CH2:57][CH2:56]3)=[CH:49][C:50]([NH2:54])=[N:51]2)=[CH:46][CH:45]=1>>[NH2:54][C:50]1[CH:49]=[C:48]([N:55]2[CH2:56][CH2:57][N:58]([C:6]([NH:7][C@H:8]3[CH2:14][CH2:13][CH2:12][CH2:11][N:10]([CH:15]=[O:16])[C:9]3=[O:17])=[O:18])[CH2:59][CH2:60]2)[C:47]2[C:52](=[CH:53][C:44]([Cl:43])=[CH:45][CH:46]=2)[N:51]=1 |f:3.4|. Procedure details: As described for example 213, [(3R)-1-formylhexahydro-2-oxo-1H-azepin-3-yl]-carbamic acid-1,1-dimethylethyl ester, TFA, triphosgene, NaHCO3 (sat.), and 7-chloro-4-(1-piperazinyl)-2-quinolinamine are reacted to afford the product as a light yellow solid. LC-MS: 445 (M++1). 1H NMR (CDCl3): δ 1.30 (m, 1H), 1.65 (m, 1H), 1.80˜2.30 (m, 4H), 3.09 (dd, 1H), 3.14 (m, 4H), 3.68 (m, 4H), 4.62 (br.dd, 1H), 4.82 (ddd, 1H), 4.90 (br.s, 2H), 5.84 (d, 1H), 6.16 (s, 1H), 7.18 (dd, 1H), 7.62 (d, 1H), 7.72 (d, 1H... The reactants are N1CCC(CC1)N1N=C2CCN(CCC2=C1)C(=O)OC(C)(C)C (1,1-Dimethylethyl 2-(4-piperidinyl)-4,5,7,8-tetrahydropyrazolo[3,4-d]azepine-6(2H)-carboxylate), BrC=1C=CC(=NC1)C (5-bromo-2-methylpyridine), C1=CC=C(C=C1)P(C2=CC=CC=C2)C3=C(C4=CC=CC=C4C=C3)C5=C(C=CC6=CC=CC=C65)P(C7=CC=CC=C7)C8=CC=CC=C8 ((+/−) BINAP), CC(C)([O-])C.[Na+] (sodium tert-butoxide), BrC=1C=CC(=NC1)C (5-bromo-2-methylpyridine), C1=CC=C(C=C1)P(C2=CC=CC=C2)C3=C(C4=CC=CC=C4C=C3)C5=C(C=CC6=CC=CC=C65)P(C7=CC=CC=C7)C8=CC=CC=C8 ((+/−) BINAP), CC(C)([O-])C.[Na+] (sodium tert-butoxide). Reagents/catalysts: C(C)(=O)[O-].[Pd+2].C(C)(=O)[O-] (palladium acetate), C(C)(=O)[O-].[Pd+2].C(C)(=O)[O-] (palladium acetate). The solvent is O1CCOCC1 (dioxane), CO (methanol). Run at time 14 hour. Yields the product CC1=CC=C(C=N1)N1CCC(CC1)N1N=C2CCN(CCC2=C1)C(=O)OC(C)(C)C (1,1-Dimethylethyl 2-[1-(6-methyl-3-pyridinyl)-4-piperidinyl]-4,5,7,8-tetrahydropyrazolo[3,4-d]azepine-6(2H)-carboxylate). RXN SMILES: [NH:1]1[CH2:6][CH2:5][CH:4]([N:7]2[CH:16]=[C:15]3[C:9]([CH2:10][CH2:11][N:12]([C:17]([O:19][C:20]([CH3:23])([CH3:22])[CH3:21])=[O:18])[CH2:13][CH2:14]3)=[N:8]2)[CH2:3][CH2:2]1.Br[C:25]1[CH:26]=[CH:27][C:28]([CH3:31])=[N:29][CH:30]=1.C1C=CC(P(C2C=CC3C(=CC=CC=3)C=2C2C3C(=CC=CC=3)C=CC=2P(C2C=CC=CC=2)C2C=CC=CC=2)C2C=CC=CC=2)=CC=1.CC(C)([O-])C.[Na+]>CO.C([O-])(=O)C.[Pd+2].C([O-])(=O)C.O1CCOCC1>[CH3:31][C:28]1[N:29]=[CH:30][C:25]([N:1]2[CH2:6][CH2:5][CH:4]([N:7]3[CH:16]=[C:15]4[C:9]([CH2:10][CH2:11][N:12]([C:17]([O:19][C:20]([CH3:23])([CH3:22])[CH3:21])=[O:18])[CH2:13][CH2:14]4)=[N:8]3)[CH2:3][CH2:2]2)=[CH:26][CH:27]=1 |f:3.4,6.7.8|. Procedure details: 1,1-Dimethylethyl 2-(4-piperidinyl)-4,5,7,8-tetrahydropyrazolo[3,4-d]azepine-6(2H)-carboxylate (may be prepared as described in Description 49) (65 mg, 0.21 mmol), 5-bromo-2-methylpyridine (52 mg, 0.30 mmol), palladium acetate (5 mg, 0.02 mmol), (+/−) BINAP (25 mg, 0.04 mmol), sodium tert-butoxide (39 mg, 0.041 mmol) and dioxane (2 ml) were mixed and heated to reflux under Argon and kept at this temperature for 14 h. After an additional 1.5 h, more 5-bromo-2-methylpyridine (1.5 eq), palladium ac... Yields the product CCCCC1CC(c2ccc(F)cc2)OC1=O. RXN SMILES: [CH2:1]([CH:2]=[CH:3][CH3:4])[CH:5]1[C:6](=[O:17])[O:7][CH:8]([c:10]2[cH:11][cH:12][c:13]([F:16])[cH:14][cH:15]2)[CH2:9]1.[H:18][H:19].[cH:20]1[cH:21][cH:22][cH:23][cH:24][cH:25]1>>[CH2:1]([CH2:2][CH2:3][CH3:4])[CH:5]1[C:6](=[O:17])[O:7][CH:8]([c:10]2[cH:11][cH:12][c:13]([F:16])[cH:14][cH:15]2)[CH2:9]1. Starting materials: CC=CCC1CC(c2ccc(F)cc2)OC1=O, [H][H], c1ccccc1. Starting materials: OC1CC2CC(C1C2)C(=O)OC (methyl 6-hydroxynorbornane-2-carboxylate), OC1CC2CC(C1C2)C(=O)OC (methyl 6-hydroxynorbornane-2-carboxylate), C(C)(C)(C)OC(=O)NC(C(=O)OCC)=O (ethyl 2-(tert-butoxycarbonylamino)-2-oxo-acetate), C1(=CC=CC=C1)P(C1=CC=CC=C1)C1=CC=CC=C1 (triphenylphosphine), N(=NC(=O)OC(C)C)C(=O)OC(C)C (diisopropyl azodicarboxylate). Solvent: C1CCOC1 (THF). Conditions: temperature 85 celsius. Yields the product C(C)(C)(C)OC(=O)N(C(C(=O)OCC)=O)C1CC2CC(C1C2)C(=O)OC (methyl 6-(N-(tert-butoxycarbonyl)-2-ethoxy-2-oxoacetamido)bicyclo[2.2.1]heptane-2-carboxylate). Reaction SMILES: O[CH:2]1[CH:7]2[CH2:8][CH:4]([CH2:5][CH:6]2[C:9]([O:11][CH3:12])=[O:10])[CH2:3]1.[C:13]([O:17][C:18]([NH:20][C:21](=[O:27])[C:22]([O:24][CH2:25][CH3:26])=[O:23])=[O:19])([CH3:16])([CH3:15])[CH3:14].C1(P(C2C=CC=CC=2)C2C=CC=CC=2)C=CC=CC=1.N(C(OC(C)C)=O)=NC(OC(C)C)=O>C1COCC1>[C:13]([O:17][C:18]([N:20]([CH:2]1[CH:7]2[CH2:8][CH:4]([CH2:5][CH:6]2[C:9]([O:11][CH3:12])=[O:10])[CH2:3]1)[C:21](=[O:27])[C:22]([O:24][CH2:25][CH3:26])=[O:23])=[O:19])([CH3:16])([CH3:15])[CH3:14]. Reported procedure: To a cold (0° C.) solution of methyl 6-hydroxynorbornane-2-carboxylate, 72e, (3.2 g, 18.8 mmol) in THF (150 mL) was added ethyl 2-(tert-butoxycarbonylamino)-2-oxo-acetate (4.9 g, 22.6 mmol) and triphenylphosphine (5.9 g, 22.6 mmol) followed by dropwise addition of diisopropyl azodicarboxylate (4.5 g, 22.6 mmol). The reaction was then heated to 85° C. and maintained at that temperature for 2 days. The solvent was evaporated under reduced pressure and the crude product was purified by silica gel c... Starting materials: ClCC1=CC(=C(OCC=2N=C(OC2C)C2=CC(=CC=C2)[N+](=O)[O-])C=C1)OC (4-[(4-chloromethyl-2-methoxyphenoxy)methyl]-5-methyl-2-(3-nitrophenyl)-1,3-oxazole), C(C)C=1SC=C(N1)/C=C/C=1C(=NN(C1)C1=CC=CC=C1)O (4-[(E)-2-(2-ethyl-1,3-thiazol-4-yl)ethenyl]-1-phenyl-1H-pyrazol-3-ol), C([O-])([O-])=O.[K+].[K+] (potassium carbonate), CN(C=O)C (N,N-dimethylformamide). The solvent is O (Water). Conditions: temperature 90 celsius, time 2 hour. The product is C(C)C=1SC=C(N1)/C=C/C=1C(=NN(C1)C1=CC=CC=C1)OCC1=CC(=C(OCC=2N=C(OC2C)C2=CC(=CC=C2)[N+](=O)[O-])C=C1)OC (4-({4-[({4-[(E)-2-(2-ethyl-1,3-thiazol-4-yl)ethenyl]-1-phenyl-1H-pyrazol-3-yl}oxy)methyl]-2-methoxyphenoxy}methyl)-5-methyl-2-(3-nitrophenyl)-1,3-oxazole). Isolated yield 38.1%. As a reaction SMILES: Cl[CH2:2][C:3]1[CH:25]=[CH:24][C:6]([O:7][CH2:8][C:9]2[N:10]=[C:11]([C:15]3[CH:20]=[CH:19][CH:18]=[C:17]([N+:21]([O-:23])=[O:22])[CH:16]=3)[O:12][C:13]=2[CH3:14])=[C:5]([O:26][CH3:27])[CH:4]=1.[CH2:28]([C:30]1[S:31][CH:32]=[C:33](/[CH:35]=[CH:36]/[C:37]2[C:38]([OH:48])=[N:39][N:40]([C:42]3[CH:47]=[CH:46][CH:45]=[CH:44][CH:43]=3)[CH:41]=2)[N:34]=1)[CH3:29].C(=O)([O-])[O-].[K+].[K+].CN(C)C=O>O>[CH2:28]([C:30]1[S:31][CH:32]=[C:33](/[CH:35]=[CH:36]/[C:37]2[C:38]([O:48][CH2:2][C:3]3[CH:25]=[CH:24][C:6]([O:7][CH2:8][C:9]4[N:10]=[C:11]([C:15]5[CH:20]=[CH:19][CH:18]=[C:17]([N+:21]([O-:23])=[O:22])[CH:16]=5)[O:12][C:13]=4[CH3:14])=[C:5]([O:26][CH3:27])[CH:4]=3)=[N:39][N:40]([C:42]3[CH:47]=[CH:46][CH:45]=[CH:44][CH:43]=3)[CH:41]=2)[N:34]=1)[CH3:29] |f:2.3.4|. Procedure: A mixture of 4-[(4-chloromethyl-2-methoxyphenoxy)methyl]-5-methyl-2-(3-nitrophenyl)-1,3-oxazole (1.17 g), 4-[(E)-2-(2-ethyl-1,3-thiazol-4-yl)ethenyl]-1-phenyl-1H-pyrazol-3-ol (0.892 g), potassium carbonate (0.415 g) and N,N-dimethylformamide (20 mL) was stirred at 90° C. for 2 hrs. Water was poured into the reaction mixture, and the mixture was extracted with ethyl acetate. The ethyl acetate layer was washed with saturated brine, dried over anhydrous magnesium sulfate and concentrated. The resid... Starting materials: O=C(C(=O)OCC)CCC (Ethyl 2-Oxopentanoate), [N+](=O)([O-])C1=CC=C(C=C1)NN (4-nitrophenylhydrazine), Cl (hydrochloric acid). Conditions: time 0.5 hour. Product: [N+](=O)([O-])C1=CC=C(C=C1)NN=C(C(CCC)=O)OCC (Ethyl 2-oxopentanoate 4-nitrophenylhydrazone). Procedure: To a solution of the ester (D28) (0.53 g, 3.6 mM) in ethanol (20 ml) was added 4-nitrophenylhydrazine (0.56 g, 3.6 mM) and the suspension stirred for 0.5 h. Concentrated hydrochloric acid (2 ml) was added to give a brown solution. After stirring for 0.5 h the solution was cooled in ice and the precipitated title compound filtered off (0.72 g; 69%). Reaction SMILES: [O:1]=[C:2]([CH2:8][CH2:9][CH3:10])[C:3]([O:5][CH2:6][CH3:7])=O.[N+:11]([C:14]1[CH:19]=[CH:18][C:17]([NH:20][NH2:21])=[CH:16][CH:15]=1)([O-:13])=[O:12].Cl>C(O)C>[N+:11]([C:14]1[CH:15]=[CH:16][C:17]([NH:20][N:21]=[C:3]([O:5][CH2:6][CH3:7])[C:2](=[O:1])[CH2:8][CH2:9][CH3:10])=[CH:18][CH:19]=1)([O-:13])=[O:12]. Solvent: C(C)O (ethanol).